Dataset: the Open Reaction Database (ORD), a public repository of structured organic reaction records. Task: describe an organic reaction: reactants, conditions, products, and yield Reactants: CNC1=CC(=CC(=N1)C1=NC=CC=C1)C=1C=NC=C(C1)C#CC=1N(C=NC1)C (Methyl-[5″-(3-methyl-3H-imidazol-4-ylethynyl)-[2,2′;4′,3″]terpyridin-6′-yl]-amine), C(C)(C)N1CCN(CC1)CC#C (1-isopropyl-4-(prop-2-ynyl)piperazine), BrC=1C=C(C=NC1)C1=CC(=NC(=C1)NC1CC1)C1=NC=CC=C1 ((5″-Bromo-[2,2′;4′,3″]terpyridin-6′-yl)-cyclopropyl-amine), C(C)(C)N1CCN(CC1)CC#C (1-isopropyl-4-(prop-2-ynyl)piperazine). Yields the product C1(CC1)NC1=CC(=CC(=N1)C1=NC=CC=C1)C=1C=NC=C(C1)C#CCN1CCN(CC1)C(C)C (Cyclopropyl-{5″-[3-(4-isopropyl-piperazin-1-yl)-prop-1-ynyl]-[2,2′;4′,3″]terpyridin-6′-yl}-amine). Reaction SMILES: CNC1N=C(C2C=CC=CN=2)C=C(C2C=NC=C(C#CC3N(C)C=NC=3)C=2)C=1.Br[C:30]1[CH:31]=[C:32]([C:36]2[CH:41]=[C:40]([NH:42][CH:43]3[CH2:45][CH2:44]3)[N:39]=[C:38]([C:46]3[CH:51]=[CH:50][CH:49]=[CH:48][N:47]=3)[CH:37]=2)[CH:33]=[N:34][CH:35]=1.[CH:52]([N:55]1[CH2:60][CH2:59][N:58]([CH2:61][C:62]#[CH:63])[CH2:57][CH2:56]1)([CH3:54])[CH3:53]>>[CH:43]1([NH:42][C:40]2[N:39]=[C:38]([C:46]3[CH:51]=[CH:50][CH:49]=[CH:48][N:47]=3)[CH:37]=[C:36]([C:32]3[CH:33]=[N:34][CH:35]=[C:30]([C:63]#[C:62][CH2:61][N:58]4[CH2:57][CH2:56][N:55]([CH:52]([CH3:54])[CH3:53])[CH2:60][CH2:59]4)[CH:31]=3)[CH:41]=2)[CH2:45][CH2:44]1. Procedure: is prepared analogously to Methyl-[5″-(3-methyl-3H-imidazol-4-ylethynyl)-[2,2′;4′,3″]terpyridin-6′-yl]-amine (Example 2.182) by replacing (5″-Bromo-[2,2′;4′,3″]terpyridin-6′-yl)-methyl-amine (Example 2.1; step1) with (5″-Bromo-[2,2′;4′,3″]terpyridin-6′-yl)-cyclopropyl-amine (Example 1.26) and by replacing 1-methyl-5-((trimethylsilyl)ethynyl)-1H-imidazole with 1-isopropyl-4-(prop-2-ynyl)piperazine (Intermediate D1). Starting materials: CC(C)(C)C(=O)OCn1cnc2ccc(CBr)cc2c1=O, C=CCNc1ccc(C(=O)NC(CCC(=O)OCC)C(=O)OCC)cc1. Product: C=CCN(Cc1ccc2ncn(COC(=O)C(C)(C)C)c(=O)c2c1)c1ccc(C(=O)NC(CCC(=O)OCC)C(=O)OCC)cc1. As a reaction SMILES: [Br:1][CH2:2][c:3]1[cH:4][c:5]2[c:6](=[O:21])[n:7]([CH2:13][O:14][C:15]([C:16]([CH3:17])([CH3:18])[CH3:19])=[O:20])[cH:8][n:9][c:10]2[cH:11][cH:12]1.[CH2:22]([CH:23]=[CH2:24])[NH:25][c:26]1[cH:27][cH:28][c:29]([C:30](=[O:31])[NH:32][CH:33]([CH2:34][CH2:35][C:36](=[O:37])[O:38][CH2:39][CH3:40])[C:41](=[O:42])[O:43][CH2:44][CH3:45])[cH:46][cH:47]1>>[CH2:2]([c:3]1[cH:4][c:5]2[c:6](=[O:21])[n:7]([CH2:13][O:14][C:15]([C:16]([CH3:17])([CH3:18])[CH3:19])=[O:20])[cH:8][n:9][c:10]2[cH:11][cH:12]1)[N:25]([CH2:22][CH:23]=[CH2:24])[c:26]1[cH:27][cH:28][c:29]([C:30](=[O:31])[NH:32][CH:33]([CH2:34][CH2:35][C:36](=[O:37])[O:38][CH2:39][CH3:40])[C:41](=[O:42])[O:43][CH2:44][CH3:45])[cH:46][cH:47]1. Starting materials: N, [B-](OC(C)=O)(OC(C)=O)OC(C)=O.[Na+], C1CN(C[C@@H](C1=O)O)S(=O)(=O)C. Reagents/catalysts: c1ccc(cc1)-c2c3ccccc3cc4ccccc24 (9-Phenylanthracene), CC(C)[O-].CC(C)[O-].CC(C)[O-].CC(C)[O-].[Ti+4] (Ti(OiPr)4). Run at temperature 25 celsius, time 18 hour. The product is CS(=O)(=O)N1CC[C@@H](N)[C@H](O)C1. As a reaction SMILES: [CH3:1][S:2]([N:5]1[CH2:11][C@H:9]([OH:10])[C:8](=O)[CH2:7][CH2:6]1)(=[O:4])=[O:3].[NH3:12].[Na+].CC(O[BH-](OC(C)=O)OC(C)=O)=O>>[CH3:1][S:2]([N:5]1[CH2:11][C@@H:9]([OH:10])[C@H:8]([NH2:12])[CH2:7][CH2:6]1)(=[O:4])=[O:3]. Reactants: [Si](C)(C)(C(C)(C)C)OCC(C)N1C=C(C=2C=NC=CC21)C(=O)C=2C=NC=C(C2)N=C(C2=CC=CC=C2)C2=CC=CC=C2 ([1-(2-{[tert-butyl(dimethyl)silyl]oxy}-1-methylethyl)-1H-pyrrolo[3,2-c]pyridin-3-yl]{5-[(diphenylmethylene)amino]pyridin-3-yl}methanone), C(=O)(C(F)(F)F)O (TFA). Solvent: C(Cl)Cl (DCM). Conditions: time 4 hour. The product is NC=1C=C(C=NC1)C(=O)C1=CN(C2=C1C=NC=C2)C(CO)C ((5-aminopyridin-3-yl)[1-(2-hydroxy-1-methylethyl)-1H-pyrrolo[3,2-c]pyridin-3-yl]methanone). The yield is 51.9%. As a reaction SMILES: [Si]([O:8][CH2:9][CH:10]([N:12]1[C:20]2[CH:19]=[CH:18][N:17]=[CH:16][C:15]=2[C:14]([C:21]([C:23]2[CH:24]=[N:25][CH:26]=[C:27]([N:29]=C(C3C=CC=CC=3)C3C=CC=CC=3)[CH:28]=2)=[O:22])=[CH:13]1)[CH3:11])(C(C)(C)C)(C)C.C(O)(C(F)(F)F)=O>C(Cl)Cl>[NH2:29][C:27]1[CH:28]=[C:23]([C:21]([C:14]2[C:15]3[CH:16]=[N:17][CH:18]=[CH:19][C:20]=3[N:12]([CH:10]([CH3:11])[CH2:9][OH:8])[CH:13]=2)=[O:22])[CH:24]=[N:25][CH:26]=1. Procedure: To a solution of [1-(2-{[tert-butyl(dimethyl)silyl]oxy}-1-methylethyl)-1H-pyrrolo[3,2-c]pyridin-3-yl]{5-[(diphenylmethylene)amino]pyridin-3-yl}methanone (Enantiomer 1, Preparation 33, 150 mg, 0.260 mmol) in DCM (5 mL) was added TFA (0.2 mL) and the reaction stirred at room temperature for 4 hours. The reaction was purified directly by preparative HPLC to afford the title compound (40 mg, 52%). The product is C=CC(OCc1ccccc1)C(C)(C)CO. Starting materials: CC(C)C[Al+]CC(C)C, C=CC1OC(c2ccccc2)OCC1(C)C, ClCCl, [H-]. Reaction SMILES: [CH2:18]([Al+:19][CH2:20][CH:21]([CH3:22])[CH3:23])[CH:24]([CH3:25])[CH3:26].[CH3:1][C:2]1([CH3:16])[CH:3]([CH:14]=[CH2:15])[O:4][CH:5]([c:8]2[cH:9][cH:10][cH:11][cH:12][cH:13]2)[O:6][CH2:7]1.[Cl:27][CH2:28][Cl:29].[H-:17]>>[CH3:1][C:2]([CH:3]([O:4][CH2:5][c:8]1[cH:9][cH:10][cH:11][cH:12][cH:13]1)[CH:14]=[CH2:15])([CH2:7][OH:6])[CH3:16]. The reactants are FC(CNC(=O)NC=1C=C(C=CC1)C1=CN=C2N1N=CC(=C2)C=2C=NN(C2)C(C(=O)O)C)(F)F (2-(4-{3-[3-({[(2,2,2-trifluoroethyl)amino]carbonyl}amino)phenyl]imidazo[1,2-b]pyridazin-7-yl}-1H-pyrazol-1-yl)propanoic acid), N1CCOCC1 (morpholine). Yields the product CC(C(=O)N1CCOCC1)N1N=CC(=C1)C1=CC=2N(N=C1)C(=CN2)C=2C=C(C=CC2)NC(=O)NCC(F)(F)F (N-(3-{7-[1-(1-Methyl-2-morpholin-4-yl-2-oxoethyl)-1H-pyrazol-4-yl]imidazo[1,2-b]pyridazin-3-yl}phenyl)-N′-(2,2,2-trifluoroethyl)urea). RXN SMILES: [F:1][C:2]([F:34])([F:33])[CH2:3][NH:4][C:5]([NH:7][C:8]1[CH:9]=[C:10]([C:14]2[N:18]3[N:19]=[CH:20][C:21]([C:23]4[CH:24]=[N:25][N:26]([CH:28]([CH3:32])[C:29](O)=[O:30])[CH:27]=4)=[CH:22][C:17]3=[N:16][CH:15]=2)[CH:11]=[CH:12][CH:13]=1)=[O:6].[NH:35]1[CH2:40][CH2:39][O:38][CH2:37][CH2:36]1>>[CH3:32][CH:28]([N:26]1[CH:27]=[C:23]([C:21]2[CH:20]=[N:19][N:18]3[C:14]([C:10]4[CH:9]=[C:8]([NH:7][C:5]([NH:4][CH2:3][C:2]([F:34])([F:33])[F:1])=[O:6])[CH:13]=[CH:12][CH:11]=4)=[CH:15][N:16]=[C:17]3[CH:22]=2)[CH:24]=[N:25]1)[C:29]([N:35]1[CH2:40][CH2:39][O:38][CH2:37][CH2:36]1)=[O:30]. Procedure: This compound was prepared by using procedures analogous to those described for the synthesis of Example 54, Step 3 starting from 2-(4-{3-[3-({[(2,2,2-trifluoroethyl)amino]carbonyl}amino)phenyl]imidazo[1,2-b]pyridazin-7-yl}-1H-pyrazol-1-yl)propanoic acid and morpholine. LCMS (M+H)+: m/z=543.2. Reactants: BrC=1C=NC=2N(C1)N=C(C2)C(=O)O (6-bromo-pyrazolo[1,5-a]pyrimidine-2-carboxylic acid), C[C@H]1NCCC2=CC=CC=C12 (1-(R)-Methyl-1,2,3,4-tetrahydro-isoquinoline). Product: BrC=1C=NC=2N(C1)N=C(C2)C(=O)N2[C@@H](C1=CC=CC=C1CC2)C ((6-Bromo-pyrazolo[1,5-a]pyrimidin-2-yl)-((R)1-methyl-3,4-dihydro-1H-isoquinolin-2-yl)-methanone). Reaction SMILES: [Br:1][C:2]1[CH:3]=[N:4][C:5]2[N:6]([N:8]=[C:9]([C:11]([OH:13])=O)[CH:10]=2)[CH:7]=1.[CH3:14][C@@H:15]1[C:24]2[C:19](=[CH:20][CH:21]=[CH:22][CH:23]=2)[CH2:18][CH2:17][NH:16]1>>[Br:1][C:2]1[CH:3]=[N:4][C:5]2[N:6]([N:8]=[C:9]([C:11]([N:16]3[CH2:17][CH2:18][C:19]4[C:24](=[CH:23][CH:22]=[CH:21][CH:20]=4)[C@H:15]3[CH3:14])=[O:13])[CH:10]=2)[CH:7]=1. Procedure details: In close analogy to the procedure described in Example 1, 6-bromo-pyrazolo[1,5-a]pyrimidine-2-carboxylic acid is reacted with 1-(R)-Methyl-1,2,3,4-tetrahydro-isoquinoline to provide the title compound in moderate yield. Reactants: ClC1=C2NC(N(C2=NC(=N1)C1=CC=CC=C1)C)=O (6-chloro-7,9-dihydro-9-methyl-2-phenyl-8H-purin-8-one), C([O-])([O-])=O.[K+].[K+] (potassium carbonate), CN(C=O)C (dimethylformamide), ClCC(=O)N(C1=CC=CC=C1)CC (2-chloro-N-ethyl-N-phenylacetamide). The solvent is O (water). Conditions: time 2 hour. Product: ClC1=C2N(C(N(C2=NC(=N1)C1=CC=CC=C1)C)=O)CC(=O)N(C1=CC=CC=C1)CC (6-chloro-N-ethyl-8,9-dihydro-9-methyl-8-oxo-2-phenyl-N-phenyl-7H-purin-7-acetamide). Isolated yield 69.5%. As a reaction SMILES: [Cl:1][C:2]1[N:10]=[C:9]([C:11]2[CH:16]=[CH:15][CH:14]=[CH:13][CH:12]=2)[N:8]=[C:7]2[C:3]=1[NH:4][C:5](=[O:18])[N:6]2[CH3:17].C(=O)([O-])[O-].[K+].[K+].CN(C)C=O.Cl[CH2:31][C:32]([N:34]([CH2:41][CH3:42])[C:35]1[CH:40]=[CH:39][CH:38]=[CH:37][CH:36]=1)=[O:33]>O>[Cl:1][C:2]1[N:10]=[C:9]([C:11]2[CH:16]=[CH:15][CH:14]=[CH:13][CH:12]=2)[N:8]=[C:7]2[C:3]=1[N:4]([CH2:31][C:32]([N:34]([CH2:41][CH3:42])[C:35]1[CH:40]=[CH:39][CH:38]=[CH:37][CH:36]=1)=[O:33])[C:5](=[O:18])[N:6]2[CH3:17] |f:1.2.3|. Reported procedure: To a mixture of 6-chloro-7,9-dihydro-9-methyl-2-phenyl-8H-purin-8-one (1.6 g), potassium carbonate (1.0 g) and dimethylformamide (15 ml) is added 2-chloro-N-ethyl-N-phenylacetamide (1.4 g) at room temperature, and the mixture is stirred at the same temperature for two hours. To the reaction mixture is added water, and the precipitates are collected by filtration, washed with water, and purified by silica gel column chromatography (eluent; chloroform), and recrystallized from ethanol to give the ... Reactants: COC(=O)c1ccc(Cl)cc1N, COc1ccc2c(c1)c(CC(=O)O)c(C)n2C(=O)c1ccc(Cl)cc1 (indomethacin). Reagents/catalysts: Cn1ccnc1 (1-Methylimidazole), CN(C)C(=[O+]c1c(F)c(F)c(F)c(F)c1F)N(C)C.F[P-](F)(F)(F)(F)F (PFTU). Run in C1CCOC1 (THF), C1CCOC1 (THF). Reaction conditions: temperature 25 celsius, time 24 hour. The product is COC(=O)c1cc(Cl)ccc1NC(=O)Cc1c(C)n(C(=O)c2ccc(Cl)cc2)c2ccc(OC)cc12. The yield is 7.8%.